From a dataset of the Open Reaction Database (ORD), a public repository of structured organic reaction records. describe an organic reaction: reactants, conditions, products, and yield Starting materials: [Cr](=O)(=O)([O-])Cl.[NH+]1=CC=CC=C1 (pyridinium chlorochromate), CC1=C(C=CC=C1C)NC1=C(CO)C=CC=C1 (2-[(2,3-dimethylphenyl)amino]benzyl alcohol). Run in ClCCl (dichloromethane). Conditions: time 30 minute. The product is CC1=C(C=CC=C1C)NC1=C(C=O)C=CC=C1 (2-[(2,3-dimethylphenyl)amino]benzaldehyde). Yield: 48.2%. Reaction SMILES: [Cr](Cl)([O-])(=O)=O.[NH+]1C=CC=CC=1.[CH3:12][C:13]1[C:18]([CH3:19])=[CH:17][CH:16]=[CH:15][C:14]=1[NH:20][C:21]1[CH:28]=[CH:27][CH:26]=[CH:25][C:22]=1[CH2:23][OH:24]>ClCCl>[CH3:12][C:13]1[C:18]([CH3:19])=[CH:17][CH:16]=[CH:15][C:14]=1[NH:20][C:21]1[CH:28]=[CH:27][CH:26]=[CH:25][C:22]=1[CH:23]=[O:24] |f:0.1|. Reported procedure: A suspension of pyridinium chlorochromate (47.5 g, 0.22 mol) and neutral alumina (170 g) in dichloromethane (600 ml) is stirred for 30 minutes at room temperature. 2-[(2,3-dimethylphenyl)amino]benzyl alcohol (25 g, 0.11 mol) is added and the reaction mixture is stirred at room temperature overnight. The suspension is filtered through a pad of silica gel (1000 g) and the product is eluted with dichloromethane (2500 ml). The combined filtrate and eluant are evaporated and the residue is recrystall... RXN SMILES: [Br:1][Br:2].[C:15]([OH:16])(=[O:17])[CH3:18].[NH2:4][c:5]1[cH:6][c:7]([F:14])[c:8]([C:9]#[N:10])[cH:11][c:12]1[F:13].[OH2:3]>>[Br:1][c:6]1[c:5]([NH2:4])[c:12]([F:13])[cH:11][c:8]([C:9]#[N:10])[c:7]1[F:14]. Reactants: BrBr, CC(=O)O, N#Cc1cc(F)c(N)cc1F, O. The product is N#Cc1cc(F)c(N)c(Br)c1F. Reactants: COC1=CC=C(C=C1)NN (4-methoxyphenyl-hydrazine), C(C)(=O)OC(C)=O (acetic anhydride). Solvent: CCOCC (ether), CCOCC (ether). Reaction conditions: temperature 0 celsius, time 15 minute. Yields the product COC1=CC=C(C=C1)NNC(C)=O (N′-(4-Methoxyphenyl)acetohydrazide). RXN SMILES: [CH3:1][O:2][C:3]1[CH:8]=[CH:7][C:6]([NH:9][NH2:10])=[CH:5][CH:4]=1.[C:11](OC(=O)C)(=[O:13])[CH3:12]>CCOCC>[CH3:1][O:2][C:3]1[CH:8]=[CH:7][C:6]([NH:9][NH:10][C:11](=[O:13])[CH3:12])=[CH:5][CH:4]=1. Reported procedure: 10 g of 4-methoxyphenylhydrazine hydrochloride are dissolved in water and then triethylamine is added until the salt has been neutralized. Extraction is carried out with AcOEt and then the extract is evaporated to dryness to produce 8 g of precipitate composed of 4-methoxyphenyl-hydrazine. This compound is dissolved in 30 ml of ether and then a solution of 13 ml of acetic anhydride dissolved in 30 ml of ether is added dropwise. The mixture is stirred at 0° C. for 15 minutes and then the white pr... Reactants: CO, Cl, CC1CCCC(C)N1N, N#C[Na], O, O=CCCc1ccccc1. Product: CC1CCCC(C)N1NC(C#N)CCc1ccccc1. Reaction SMILES: [CH3:25][OH:26].[ClH:23].[NH2:14][N:15]1[CH:16]([CH3:22])[CH2:17][CH2:18][CH2:19][CH:20]1[CH3:21].[Na:1][C:2]#[N:3].[OH2:24].[c:4]1([CH2:10][CH2:11][CH:12]=[O:13])[cH:5][cH:6][cH:7][cH:8][cH:9]1>>[C:2](#[N:3])[CH:12]([CH2:11][CH2:10][c:4]1[cH:5][cH:6][cH:7][cH:8][cH:9]1)[NH:14][N:15]1[CH:16]([CH3:22])[CH2:17][CH2:18][CH2:19][CH:20]1[CH3:21]. Reactants: atmosphere, C(CCC)OP(O)C (methane-phosphonous acid mono-n-butyl ester), C(N)(OCC(C)=C)=O (methallyl carbamate), C1=CC=CC=C1C(=O)OOC(C)(C)C (tert.butyl perbenzoate). Conditions: time 1 hour. Product: C(CCC)OP(=O)(C)CC(COC(N)=O)C ((3-carbamoyloxy-2-methyl-propyl)methyl-phosphinic acid n-butyl ester). Isolated yield 95.0%. As a reaction SMILES: [CH2:1]([O:5][P:6]([CH3:8])[OH:7])[CH2:2][CH2:3][CH3:4].[C:9](=[O:16])([O:11][CH2:12][C:13](=[CH2:15])[CH3:14])[NH2:10].C1C(C(OOC(C)(C)C)=O)=CC=CC=1>>[CH2:1]([O:5][P:6]([CH2:14][CH:13]([CH3:15])[CH2:12][O:11][C:9](=[O:16])[NH2:10])([CH3:8])=[O:7])[CH2:2][CH2:3][CH3:4]. Reported procedure: In a nitrogen atmosphere 100 g of methane-phosphonous acid mono-n-butyl ester are heated to 140° C. while stirring. Over a period of 2 hours a mixture of 85 g of methallyl carbamate and 3.7 g of tert.butyl perbenzoate is added dropwise and stirring is continued for 1 hour at 135° C. Distillation is then started up to an internal temperature of 140° C. and at 0.8 torr, whereby about 5 g of distillate are obtained. 180 g of (3-carbamoyloxy-2-methyl-propyl)methyl-phosphinic acid n-butyl ester are o... Reactants: [N+](=O)([O-])C=1C=NC2=CC=CC=C2C1NCC1(CCC1)C(=O)OCC (ethyl 1-{[(3-nitroquinolin-4-yl)amino]methyl}cyclobutanecarboxylate). The reagents and catalysts are [Pt] (platinum on carbon). The product is NC=1C=NC2=CC=CC=C2C1NCC1(CCC1)C(=O)OCC (ethyl 1-{[(3-aminoquinolin-4-yl)amino]methyl}cyclobutanecarboxylate). Reaction SMILES: [N+:1]([C:4]1[CH:5]=[N:6][C:7]2[C:12]([C:13]=1[NH:14][CH2:15][C:16]1([C:20]([O:22][CH2:23][CH3:24])=[O:21])[CH2:19][CH2:18][CH2:17]1)=[CH:11][CH:10]=[CH:9][CH:8]=2)([O-])=O>[Pt]>[NH2:1][C:4]1[CH:5]=[N:6][C:7]2[C:12]([C:13]=1[NH:14][CH2:15][C:16]1([C:20]([O:22][CH2:23][CH3:24])=[O:21])[CH2:19][CH2:18][CH2:17]1)=[CH:11][CH:10]=[CH:9][CH:8]=2. Procedure details: The method described in Part D of Example 64 was used to hydrogenate (35 psi, 2.4×105 Pa) ethyl 1-{[(3-nitroquinolin-4-yl)amino]methyl}cyclobutanecarboxylate (10.0 g, 30.4 mmol) in the presence of 5% platinum on carbon (1.0 g) to provide ethyl 1-{[(3-aminoquinolin-4-yl)amino]methyl}cyclobutanecarboxylate as a yellow solid. Reactants: C1COCCO1, CO, Cl, Cc1nn(COCC[Si](C)(C)C)cc1C(=O)Nc1ccc(-c2ccccc2OC(F)(F)F)c(N)n1, CC1C(C(=O)Nc2ccc(-c3ccccc3OC(F)(F)F)c(N)n2)=CNN1COCC[Si](C)(C)C, O. Product: Cc1n[nH]cc1C(=O)Nc1ccc(-c2ccccc2OC(F)(F)F)c(N)n1. Reaction SMILES: [CH2:75]1[O:76][CH2:77][CH2:78][O:79][CH2:80]1.[CH3:72][OH:73].[ClH:71].[NH2:1][c:2]1[c:3](-[c:25]2[c:26]([O:31][C:32]([F:33])([F:34])[F:35])[cH:27][cH:28][cH:29][cH:30]2)[cH:4][cH:5][c:6]([NH:8][C:9](=[O:10])[c:11]2[c:12]([CH3:24])[n:13][n:14]([CH2:16][O:17][CH2:18][CH2:19][Si:20]([CH3:21])([CH3:22])[CH3:23])[cH:15]2)[n:7]1.[NH2:36][c:37]1[n:38][c:39]([NH:40][C:41]([C:42]2=[CH:55][NH:54][N:45]([CH2:46][O:47][CH2:48][CH2:49][Si:50]([CH3:51])([CH3:52])[CH3:53])[CH:43]2[CH3:44])=[O:56])[cH:57][cH:58][c:59]1-[c:60]1[cH:61][cH:62][cH:63][cH:64][c:65]1[O:66][C:67]([F:68])([F:69])[F:70].[OH2:74]>>[NH2:1][c:2]1[c:3](-[c:25]2[c:26]([O:31][C:32]([F:33])([F:34])[F:35])[cH:27][cH:28][cH:29][cH:30]2)[cH:4][cH:5][c:6]([NH:8][C:9](=[O:10])[c:11]2[c:12]([CH3:24])[n:13][nH:14][cH:15]2)[n:7]1. Starting materials: CN1[C@@H](CCC1=O)C(=O)O (N-methylpyroglutamic acid), C(C(=O)O)(=O)O.OC=1C=CC2=C(SC(=C2CC2=CC(=C(C=C2)CN2CCCC2)C)C2=CC=C(C=C2)NC(=O)[C@@H]2NC(CC2)=O)C1 ((R)-6-Hydroxy-3-[3-methyl-4-(1-pyrrolidinylmethyl)benzyl]-2-[4-(5-oxopyrrolidin-2-ylcarbonylamino)phenyl]benzo[b]thiophene Oxalate), ON1N=NC2=C1N=CC=C2 (1-hydroxy-7-azabenzotriazole), C1(CCCCC1)N=C=NC1CCCCC1 (1,3-dicyclohexylcarbodiimide), C(=O)(O)[O-].[Na+] (NaHCO3). The solvent is CN(C)C=O (DMF). Conditions: time 48 hour. Yields the product [NH4+].[OH-] (NH4OH), C(C(=O)O)(=O)O.OC=1C=CC2=C(SC(=C2CC2=CC(=C(C=C2)CN2CCCC2)C)C2=CC=C(C=C2)NC(=O)C2N(C(CC2)=O)C)C1 (6-Hydroxy-3-[3-methyl-4-(1-pyrrolidinylmethyl)benzyl]-2-[4-(1-methyl-5-oxopyrrolidin-2-ylcarbonylamino)phenyl]benzo[b]thiophene Oxalate). As a reaction SMILES: [CH3:1][N:2]1C(=[O:7])CC[C@H]1C(O)=O.[C:11]([OH:16])(=[O:15])[C:12]([OH:14])=[O:13].[OH:17][C:18]1[CH:19]=[CH:20][C:21]2[C:25]([CH2:26][C:27]3[CH:32]=[CH:31][C:30]([CH2:33][N:34]4[CH2:38][CH2:37][CH2:36][CH2:35]4)=[C:29]([CH3:39])[CH:28]=3)=[C:24]([C:40]3[CH:45]=[CH:44][C:43]([NH:46][C:47]([C@H:49]4[CH2:53][CH2:52][C:51](=[O:54])[NH:50]4)=[O:48])=[CH:42][CH:41]=3)[S:23][C:22]=2[CH:55]=1.ON1C2N=CC=CC=2N=N1.C1(N=C=NC2CCCCC2)CCCCC1.C([O-])(O)=O.[Na+]>CN(C=O)C>[NH4+:2].[OH-:7].[C:11]([OH:16])(=[O:15])[C:12]([OH:14])=[O:13].[OH:17][C:18]1[CH:19]=[CH:20][C:21]2[C:25]([CH2:26][C:27]3[CH:32]=[CH:31][C:30]([CH2:33][N:34]4[CH2:38][CH2:37][CH2:36][CH2:35]4)=[C:29]([CH3:39])[CH:28]=3)=[C:24]([C:40]3[CH:45]=[CH:44][C:43]([NH:46][C:47]([CH:49]4[CH2:53][CH2:52][C:51](=[O:54])[N:50]4[CH3:1])=[O:48])=[CH:42][CH:41]=3)[S:23][C:22]=2[CH:55]=1 |f:1.2,5.6,8.9,10.11|. Procedure details: A 0° C. solution of N-methylpyroglutamic acid (621 mg; 3.29 mmol; Bull Soc Chim Fr, 1973, (3) (Pt. 2), 1053-6), 3-methyl-4-(1-pyrrolidinylmethyl)phenyl 6-methoxy-2-(4-aminophenyl)benzo[b]thiophen-3-yl ketone (Example 1, Part E; 1.5 g; 3.29 mmol) and 1-hydroxy-7-azabenzotriazole (448 mg; 3.29 mmol) in 50 mL of dry DMF was treated with 1,3-dicyclohexylcarbodiimide (629 mg, 3.29 mmol). The resulting mixture was allowed to gradually warm to ambient temperature. After stirring for 48 h, the reaction ... Reactants: CC1=C(C=CC=C1C)B(O)O (2,3-Dimethylphenylboronic acid), FC=1C=C(C=C(C1NS(=O)(=O)C)F)C(C)NC(=O)C=1N=C(OC1)Cl (2-chloro-oxazole-4-carboxylic acid [1-(3,5-difluoro-4-methanesulfonylamino-phenyl)-ethyl]-amide), C(=O)([O-])[O-].[Cs+].[Cs+] (Cs2CO3). The reagents and catalysts are Cl[Pd]([P](C1=CC=CC=C1)(C2=CC=CC=C2)C3=CC=CC=C3)([P](C4=CC=CC=C4)(C5=CC=CC=C5)C6=CC=CC=C6)Cl (Pd(PPh3)2Cl2). Yields the product FC=1C=C(C=C(C1NS(=O)(=O)C)F)C(C)NC(=O)C=1N=C(OC1)C1=C(C(=CC=C1)C)C (2-(2,3-Dimethyl-phenyl)-oxazole-4-carboxylic acid [1-(3,5-difluoro-4-methanesulfonylamino-phenyl)-ethyl]-amide). Yield: 47.9%. RXN SMILES: [CH3:1][C:2]1[C:7]([CH3:8])=[CH:6][CH:5]=[CH:4][C:3]=1B(O)O.[F:12][C:13]1[CH:14]=[C:15]([CH:25]([NH:27][C:28]([C:30]2[N:31]=[C:32](Cl)[O:33][CH:34]=2)=[O:29])[CH3:26])[CH:16]=[C:17]([F:24])[C:18]=1[NH:19][S:20]([CH3:23])(=[O:22])=[O:21].C([O-])([O-])=O.[Cs+].[Cs+]>Cl[Pd](Cl)([P](C1C=CC=CC=1)(C1C=CC=CC=1)C1C=CC=CC=1)[P](C1C=CC=CC=1)(C1C=CC=CC=1)C1C=CC=CC=1>[F:12][C:13]1[CH:14]=[C:15]([CH:25]([NH:27][C:28]([C:30]2[N:31]=[C:32]([C:3]3[CH:4]=[CH:5][CH:6]=[C:7]([CH3:8])[C:2]=3[CH3:1])[O:33][CH:34]=2)=[O:29])[CH3:26])[CH:16]=[C:17]([F:24])[C:18]=1[NH:19][S:20]([CH3:23])(=[O:22])=[O:21] |f:2.3.4,^1:44,63|. Procedure: 2,3-Dimethylphenylboronic acid (39 mg, 0.26 mmol) and 2-chloro-oxazole-4-carboxylic acid [1-(3,5-difluoro-4-methanesulfonylamino-phenyl)-ethyl]-amide (50 mg, 0.13 mmol) was reacted using Pd(PPh3)2Cl2 (7 mg, 0.01 mmol), Cs2CO3 (127 mg, 0.39 mmol) as described above to give the title compound (28 mg, 48%) after purification by flash chromatography on silica gel (hexane: EtOAc=1:1). The reactants are CC(C)(C)OC(=O)n1nc(-c2cc3cc(CO)ccc3n2C(=O)OC(C)(C)C)c2sccc21, CCOC(C)=O, ClCCl, O. Product: CC(C)(C)OC(=O)n1nc(-c2cc3cc(C=O)ccc3n2C(=O)OC(C)(C)C)c2sccc21. Reaction SMILES: [C:1]([CH3:2])([CH3:3])([CH3:4])[O:5][C:6](=[O:7])[n:8]1[c:9](-[c:19]2[c:20]3[c:21]([n:22]([C:24](=[O:25])[O:26][C:27]([CH3:28])([CH3:29])[CH3:30])[n:23]2)[cH:31][cH:32][s:33]3)[cH:10][c:11]2[cH:12][c:13]([CH2:17][OH:18])[cH:14][cH:15][c:16]12.[CH3:35][CH2:36][O:37][C:38](=[O:39])[CH3:40].[Cl:41][CH2:42][Cl:43].[OH2:34]>>[C:1]([CH3:2])([CH3:3])([CH3:4])[O:5][C:6](=[O:7])[n:8]1[c:9](-[c:19]2[c:20]3[c:21]([n:22]([C:24](=[O:25])[O:26][C:27]([CH3:28])([CH3:29])[CH3:30])[n:23]2)[cH:31][cH:32][s:33]3)[cH:10][c:11]2[cH:12][c:13]([CH:17]=[O:18])[cH:14][cH:15][c:16]12.